This data is from the Open Reaction Database (ORD), a public repository of structured organic reaction records. The task is: describe an organic reaction: reactants, conditions, products, and yield Reactants: O.NC1=C2N=CN(C2=NC=N1)[C@H]1[C@H](O)[C@@H]([C@H](O1)C(=O)O)N (1-(6-amino-9H-purin-9-yl)-1,3-dideoxy-3-amino-β-D-ribofuranuronic acid monohydrate), N-hydroxysuccinimide ester, C(C)(C)(C)OC(=O)N[C@@H](CC1=CC=C(C=C1)OCC1=C(C=CC=C1Cl)Cl)C(=O)O (N-tert-butoxycarbonyl-O-(2,6-dichlorobenzyl)-L-tyrosine). Product: NC1=C2N=CN(C2=NC=N1)[C@H]1[C@H](O)[C@@H]([C@H](O1)C(=O)O)NC([C@@H](NC(=O)OC(C)(C)C)CC1=CC=C(C=C1)OCC1=C(C=CC=C1Cl)Cl)=O (1-(6-Amino-9H-purin-9-yl)-1,3-dideoxy-3-[N-tert-butoxycarbonyl-O-(2,6-dichlorobenzyl)-L-tyrosylamino]-β-D-ribofuranuronic acid). Isolated yield 49.4%. As a reaction SMILES: O.[NH2:2][C:3]1[N:11]=[CH:10][N:9]=[C:8]2[C:4]=1[N:5]=[CH:6][N:7]2[C@@H:12]1[O:17][C@H:16]([C:18]([OH:20])=[O:19])[C@@H:15]([NH2:21])[C@H:13]1[OH:14].[C:22]([O:26][C:27]([NH:29][C@H:30]([C:48](O)=[O:49])[CH2:31][C:32]1[CH:37]=[CH:36][C:35]([O:38][CH2:39][C:40]2[C:45]([Cl:46])=[CH:44][CH:43]=[CH:42][C:41]=2[Cl:47])=[CH:34][CH:33]=1)=[O:28])([CH3:25])([CH3:24])[CH3:23]>>[NH2:2][C:3]1[N:11]=[CH:10][N:9]=[C:8]2[C:4]=1[N:5]=[CH:6][N:7]2[C@@H:12]1[O:17][C@H:16]([C:18]([OH:20])=[O:19])[C@@H:15]([NH:21][C:48](=[O:49])[C@H:30]([CH2:31][C:32]2[CH:37]=[CH:36][C:35]([O:38][CH2:39][C:40]3[C:41]([Cl:47])=[CH:42][CH:43]=[CH:44][C:45]=3[Cl:46])=[CH:34][CH:33]=2)[NH:29][C:27]([O:26][C:22]([CH3:25])([CH3:23])[CH3:24])=[O:28])[C@H:13]1[OH:14] |f:0.1|. Reported procedure: 1-(6-Amino-9H-purin-9-yl)-1,3-dideoxy-3-[N-tert-butoxycarbonyl-O-(2,6-dichlorobenzyl)-L-tyrosylamino]-β-D-ribofuranuronic acid (260 mg) was prepared by reacting 1-(6-amino-9H-purin-9-yl)-1,3-dideoxy-3-amino-β-D-ribofuranuronic acid monohydrate (223.5 mg) prepared in Example 99 with N-hydroxysuccinimide ester of N-tert-butoxycarbonyl-O-(2,6-dichlorobenzyl)-L-tyrosine (388 mg) according to a similar manner to that of Example 5, mp. 166°-176° C. (dec.).